Dataset: the Open Reaction Database (ORD), a public repository of structured organic reaction records. Task: describe an organic reaction: reactants, conditions, products, and yield The reactants are C(C)OC(=O)CCCOC1=CC=C(C(=N)NS(=O)(=O)C2=C(C(=C(C=C2C)OCCCC(=O)OCC(Cl)(Cl)Cl)C)C)C=C1 (4-ethoxycarbonylpropoxy-N-{4-[3-(2,2,2-trichloroethoxycarbonyl)propoxy]-2,3,6-trimethylbenzenesulfonyl}benzamidine), O (water). Reagents/catalysts: [Zn] (Zn). Run in CC(=O)O (AcOH). Reaction conditions: time 3.25 hour. Yields the product C(C)OC(=O)CCCOC1=CC=C(C(=N)NS(=O)(=O)C2=C(C(=C(C=C2C)OCCCC(=O)O)C)C)C=C1 (4-ethoxycarbonylpropoxy-N-[4-(3-carboxypropoxy)-2,3,6-trimethylbenzenesulfonyl]benzamidine). The yield is 32.6%. RXN SMILES: [CH2:1]([O:3][C:4]([CH2:6][CH2:7][CH2:8][O:9][C:10]1[CH:42]=[CH:41][C:13]([C:14]([NH:16][S:17]([C:20]2[C:25]([CH3:26])=[CH:24][C:23]([O:27][CH2:28][CH2:29][CH2:30][C:31]([O:33]CC(Cl)(Cl)Cl)=[O:32])=[C:22]([CH3:39])[C:21]=2[CH3:40])(=[O:19])=[O:18])=[NH:15])=[CH:12][CH:11]=1)=[O:5])[CH3:2].O>[Zn].CC(O)=O>[CH2:1]([O:3][C:4]([CH2:6][CH2:7][CH2:8][O:9][C:10]1[CH:42]=[CH:41][C:13]([C:14]([NH:16][S:17]([C:20]2[C:25]([CH3:26])=[CH:24][C:23]([O:27][CH2:28][CH2:29][CH2:30][C:31]([OH:33])=[O:32])=[C:22]([CH3:39])[C:21]=2[CH3:40])(=[O:19])=[O:18])=[NH:15])=[CH:12][CH:11]=1)=[O:5])[CH3:2]. Procedure: Zn powder (0.32 g) was added to a mixture of 4-ethoxycarbonylpropoxy-N-{4-[3-(2,2,2-trichloroethoxycarbonyl)propoxy]-2,3,6-trimethylbenzenesulfonyl}benzamidine (0.65 g), water (2 ml), and AcOH (18 ml) under ice-water cooling. The reaction mixture was stirred at room temperature for 3.25 hours, and then evaporated. The resulting precipitate was removed by filtration, and was washed with AcOEt and isopropyl ether (IPE). The filtrate, AcOEt, and IPE were combined, and then washed with water. The or... Starting materials: CC(C)(C)OC(=O)N1CCN(c2ccc(Nc3ncc(-c4ccc5c(c4)CNC5=O)n4ncnc34)cc2)C(=O)C1, ClCCl, O=C(O)C(F)(F)F, [Na+], O=C([O-])O. The product is O=C1NCc2cc(-c3cnc(Nc4ccc(N5CCNCC5=O)cc4)c4ncnn34)ccc21. RXN SMILES: [C:1]([O:2][C:3](=[O:4])[N:8]1[CH2:9][C:10](=[O:40])[N:11]([c:14]2[cH:15][cH:16][c:17]([NH:20][c:21]3[c:22]4[n:23]([c:24](-[c:27]5[cH:28][c:29]6[c:33]([cH:34][cH:35]5)[C:32](=[O:36])[NH:31][CH2:30]6)[cH:25][n:26]3)[n:37][cH:38][n:39]4)[cH:18][cH:19]2)[CH2:12][CH2:13]1)([CH3:5])([CH3:6])[CH3:7].[Cl:53][CH2:54][Cl:55].[F:41][C:42]([F:43])([F:44])[C:45]([OH:46])=[O:47].[Na+:52].[O-:48][C:49]([OH:50])=[O:51]>>[NH:8]1[CH2:9][C:10](=[O:40])[N:11]([c:14]2[cH:15][cH:16][c:17]([NH:20][c:21]3[c:22]4[n:23]([c:24](-[c:27]5[cH:28][c:29]6[c:33]([cH:34][cH:35]5)[C:32](=[O:36])[NH:31][CH2:30]6)[cH:25][n:26]3)[n:37][cH:38][n:39]4)[cH:18][cH:19]2)[CH2:12][CH2:13]1. Starting materials: CCOCC (ether), OC1=C(CCO)C=CC=C1 (2-hydroxyphenethyl alcohol), C([O-])([O-])=O.[K+].[K+] (potassium carbonate), ICC (iodoethane). Solvent: CN(C=O)C (N,N-dimethylformamide). Run at temperature 42.5 celsius, time 12 hour. The product is C(C)OC1=C(CCO)C=CC=C1 (2-ethoxyphenethyl alcohol). RXN SMILES: [OH:1][C:2]1[CH:10]=[CH:9][CH:8]=[CH:7][C:3]=1[CH2:4][CH2:5][OH:6].C(=O)([O-])[O-].[K+].[K+].I[CH2:18][CH3:19].CCOCC>CN(C)C=O>[CH2:18]([O:1][C:2]1[CH:10]=[CH:9][CH:8]=[CH:7][C:3]=1[CH2:4][CH2:5][OH:6])[CH3:19] |f:1.2.3|. Reported procedure: To a suspension of 1.00 g (7.24 mmol) of 2-hydroxyphenethyl alcohol and 1.35 g (8.68 mmol) of potassium carbonate in 15 ml of N,N-dimethylformamide was added 2.00 g (14.48 mmol) of iodoethane at 0° C. The reaction mixture was stirred at 40-45° C. for 12 h and was poured into 200 ml of ether. It was washed with water (20 ml ×3), dried over MgSO4 and concentrated. The residue was purified by silica gel chromatography with 9:1 hexane/ethyl acetate to afford the 2-ethoxyphenethyl alcohol as a colorl... Starting materials: Cl.N[C@H]1CC[C@H](CC1)C(=O)OC (cis-4-amino-cyclohexanecarboxylic acid, methyl ester hydrochloride), Cl (hydrochloric acid). Solvent: O (water). Yields the product Cl.N[C@H]1CC[C@H](CC1)C(=O)O (cis-4-amino-cyclohexanecarboxylic acid hydrochloride). Reaction SMILES: [ClH:1].[NH2:2][C@@H:3]1[CH2:8][CH2:7][C@H:6]([C:9]([O:11]C)=[O:10])[CH2:5][CH2:4]1.Cl>O>[ClH:1].[NH2:2][C@@H:3]1[CH2:8][CH2:7][C@H:6]([C:9]([OH:11])=[O:10])[CH2:5][CH2:4]1 |f:0.1,4.5|. Procedure details: Dissolve cis-4-amino-cyclohexanecarboxylic acid, methyl ester hydrochloride (1.5 g) in water (5 mL) and add concentrated hydrochloric acid (5 mL). Reflux under an argon atmosphere for 12 hours and evaporate the solvent in vacuo to give cis-4-amino-cyclohexanecarboxylic acid hydrochloride. Reactants: ice water, CC(C=C)=O (3-buten-2-one), S(O)(O)(=O)=O (sulfuric acid), C(O)([O-])=O.[Na+] (sodium hydrogen carbonate), C(C)C(C=O)CC (2-ethylbutanal). Solvent: C(C)(=O)OCC (ethyl acetate), C1=CC=CC=C1 (benzene). Conditions: time 3 hour. Product: C(C)C1(C=CC(CC1)=O)CC (4,4-diethyl-2-cyclohexen-1-one). The yield is 21.5%. As a reaction SMILES: [CH2:1]([CH:3]([CH2:6][CH3:7])[CH:4]=O)[CH3:2].[CH3:8][C:9](=[O:12])[CH:10]=[CH2:11].S(=O)(=O)(O)O.C(=O)([O-])O.[Na+]>C1C=CC=CC=1.C(OCC)(=O)C>[CH2:1]([C:3]1([CH2:6][CH3:7])[CH2:4][CH2:8][C:9](=[O:12])[CH:10]=[CH:11]1)[CH3:2] |f:3.4|. Procedure details: In 75 ml of benzene was dissolved 15.0 g of 2-ethylbutanal, to which were added 10.5 g of 3-buten-2-one and 0.15 ml of concentrated sulfuric acid at ambient temperature. While heating the mixture under reflux, an azeotropic distillation treatment was carried out for 3 hours by means of Dean Stark apparatus. The reaction mixture was poured into a mixture of ice water and ethyl acetate, pH was adjusted to 7.0 with a saturated aqueous solution of sodium hydrogen carbonate, and the organic layer was... The reactants are Cc1noc(N)c1Br, C1CCOC1, COc1ccc(Cc2sc3ccccc3c2S(=O)(=O)Cl)cc1, [H-], [Na+]. Product: COc1ccc(Cc2sc3ccccc3c2S(=O)(=O)Nc2onc(C)c2Br)cc1. Reaction SMILES: [Br:1][c:2]1[c:3]([CH3:8])[n:4][o:5][c:6]1[NH2:7].[CH2:33]1[O:34][CH2:35][CH2:36][CH2:37]1.[CH3:11][O:12][c:13]1[cH:14][cH:15][c:16]([CH2:17][c:18]2[c:19]([S:27](=[O:28])(=[O:29])[Cl:30])[c:20]3[c:21]([s:22]2)[cH:23][cH:24][cH:25][cH:26]3)[cH:31][cH:32]1.[H-:10].[Na+:9]>>[Br:1][c:2]1[c:3]([CH3:8])[n:4][o:5][c:6]1[NH:7][S:27]([c:19]1[c:18]([CH2:17][c:16]2[cH:15][cH:14][c:13]([O:12][CH3:11])[cH:32][cH:31]2)[s:22][c:21]2[c:20]1[cH:26][cH:25][cH:24][cH:23]2)(=[O:28])=[O:29]. Starting materials: C(=O)(C(F)(F)F)O (TFA), CS(=O)(=O)C1=CC=C(C=C1)/C(=C(/C(=O)O[C@H](C(=O)OC(C)(C)C)C)\C1=CC=CC=C1)/COC(CCCCCO[N+](=O)[O-])=O ((1S)-2-tert-butoxy-1-methyl-2-oxoethyl (2Z)-3-[4-(methylsulfonyl)phenyl]-4-{[6-(nitrooxy)hexanoyl]oxy}-2-phenylbut-2-enoate). Yields the product CS(=O)(=O)C1=CC=C(C=C1)/C(=C(/C(=O)O[C@H](C(=O)O)C)\C1=CC=CC=C1)/COC(CCCCCO[N+](=O)[O-])=O ((2S)-2-[((2Z)-3-[4-(methylsulfonyl)phenyl]-4-{[6-(nitrooxy)hexanoyl]oxy}-2-phenylbut-2-enoyl)oxy]propanoic acid). As a reaction SMILES: C(O)(C(F)(F)F)=O.[CH3:8][S:9]([C:12]1[CH:17]=[CH:16][C:15](/[C:18](/[CH2:38][O:39][C:40](=[O:50])[CH2:41][CH2:42][CH2:43][CH2:44][CH2:45][O:46][N+:47]([O-:49])=[O:48])=[C:19](\[C:32]2[CH:37]=[CH:36][CH:35]=[CH:34][CH:33]=2)/[C:20]([O:22][C@@H:23]([CH3:31])[C:24]([O:26]C(C)(C)C)=[O:25])=[O:21])=[CH:14][CH:13]=1)(=[O:11])=[O:10]>>[CH3:8][S:9]([C:12]1[CH:13]=[CH:14][C:15](/[C:18](/[CH2:38][O:39][C:40](=[O:50])[CH2:41][CH2:42][CH2:43][CH2:44][CH2:45][O:46][N+:47]([O-:49])=[O:48])=[C:19](\[C:32]2[CH:33]=[CH:34][CH:35]=[CH:36][CH:37]=2)/[C:20]([O:22][C@@H:23]([CH3:31])[C:24]([OH:26])=[O:25])=[O:21])=[CH:16][CH:17]=1)(=[O:11])=[O:10]. Procedure details: The titled compound (0.25 g) was obtained as a white powder after a TFA treatment of the (1S)-2-tert-butoxy-1-methyl-2-oxoethyl (2Z)-3-[4-(methylsulfonyl)phenyl]-4-{[6-(nitrooxy)hexanoyl]oxy}-2-phenylbut-2-enoate as prepared above. 1H NMR (500 MHz, Acetone-d6): δ 7.80 (d, 2 H), 7.48 (d, 2 H), 7.17–7.09 (m, 5 H), 5.34 (s, 2 H), 5.25 (m, 1 H), 4.50 (t, 2 H), 3.08 (s, 3 H), 2.25 (t, 2 H), 1.69 (m, 2 H), 1.55 (d, 3 H), 1.49 (m, 2 H), 1.32 (m, 2 H). Reactants: O (Water), NC1=C(C=C(C=C1)O[Si](C)(C)C(C)(C)C)C(=O)C1=CC=CC=C1 ((2-amino-5-{[tert-butyl(dimethyl)silyl]oxy}-phenyl)(phenyl)methanone), O=C(CC#N)CCC (3-oxohexanenitrile), CS(=O)(=O)O (methanesulfonic acid). Solvent: C1(=CC=CC=C1)C (toluene). Product: OC=1C=C2C(=C(C(=NC2=CC1)CCC)C#N)C1=CC=CC=C1 (6-hydroxy-4-phenyl-2-propylquinoline-3-carbonitrile). Yield: 55.7%. RXN SMILES: [NH2:1][C:2]1[CH:7]=[CH:6][C:5]([O:8][Si](C(C)(C)C)(C)C)=[CH:4][C:3]=1[C:16]([C:18]1[CH:23]=[CH:22][CH:21]=[CH:20][CH:19]=1)=O.O=[C:25]([CH2:29][CH2:30][CH3:31])[CH2:26][C:27]#[N:28].CS(O)(=O)=O.O>C1(C)C=CC=CC=1>[OH:8][C:5]1[CH:4]=[C:3]2[C:2](=[CH:7][CH:6]=1)[N:1]=[C:25]([CH2:29][CH2:30][CH3:31])[C:26]([C:27]#[N:28])=[C:16]2[C:18]1[CH:19]=[CH:20][CH:21]=[CH:22][CH:23]=1. Procedure: A solution of (2-amino-5-{[tert-butyl(dimethyl)silyl]oxy}-phenyl)(phenyl)methanone (2.0 g, 6.1 mmol), 3-oxohexanenitrile (0.81 g, 7.3 mmol) and methanesulfonic acid (0.59 g, 6.1 mmol) in toluene (50 ml) was stirred at 110° C. for 15 hrs. Water was added to the reaction mixture and the mixture was extracted with ethyl acetate. The extract was washed with saturated brine, and dried over anhydrous magnesium sulfate. The solvent was evaporated under reduced pressure and the residue was crystallized ...